This data is from the Open Reaction Database (ORD), a public repository of structured organic reaction records. The task is: describe an organic reaction: reactants, conditions, products, and yield Starting materials: Cl (hydrochloric acid), C(C)OCC (diethyl ether), O1C=NC=C1C=1C=C(C=CC1)NC1=NC=CC(=N1)C=1C(=NN2C1C=CC=C2)C=2C=C(C=CC2)NC(CC=2SC=CC2)=O (N-{3-[3-(2-{[3-(1,3-Oxazol-5-yl)phenyl]amino}-4-pyrimidinyl)pyrazolo[1,5-a]pyridin-2-yl]phenyl}-2-(2-thienyl)acetamide), NC=1C=C2CC(CC2=CC1)N(C)C ((5-amino-2,3-dihydro-1H-inden-2-yl)dimethylamine). Solvent: CC(C)O (i-PrOH). Reaction conditions: temperature 180 celsius. Product: CN(C1CC2=CC=C(C=C2C1)NC1=NC=CC(=N1)C=1C(=NN2C1C=CC=C2)C=2C=C(C=CC2)NC(CC=2SC=CC2)=O)C (N-{3-[3-(2-{[2-(Dimethylamino)-2,3-dihydro-1H-inden-5-yl]amino}pyrimidin-4-yl)pyrazolo[1,5-a]pyridin-2-yl]phenyl}-2-(2-thienyl)acetamide), brown powder. Isolated yield 22.0%. RXN SMILES: O1C(C2C=C(N[C:13]3[N:18]=[C:17]([C:19]4[C:20]([C:28]5[CH:29]=[C:30]([NH:34][C:35](=[O:42])[CH2:36][C:37]6[S:38][CH:39]=[CH:40][CH:41]=6)[CH:31]=[CH:32][CH:33]=5)=[N:21][N:22]5[CH:27]=[CH:26][CH:25]=[CH:24][C:23]=45)[CH:16]=[CH:15][N:14]=3)C=CC=2)=CN=C1.[NH2:43][C:44]1[CH:45]=[C:46]2[C:50](=[CH:51][CH:52]=1)[CH2:49][CH:48]([N:53]([CH3:55])[CH3:54])[CH2:47]2.Cl.C(OCC)C>CC(O)C>[CH3:54][N:53]([CH3:55])[CH:48]1[CH2:47][C:46]2[C:50](=[CH:51][CH:52]=[C:44]([NH:43][C:13]3[N:18]=[C:17]([C:19]4[C:20]([C:28]5[CH:29]=[C:30]([NH:34][C:35](=[O:42])[CH2:36][C:37]6[S:38][CH:39]=[CH:40][CH:41]=6)[CH:31]=[CH:32][CH:33]=5)=[N:21][N:22]5[CH:27]=[CH:26][CH:25]=[CH:24][C:23]=45)[CH:16]=[CH:15][N:14]=3)[CH:45]=2)[CH2:49]1. Procedure: The title compound was synthesized by combining N-{3-[3-(2-chloro-4-pyrimidinyl)pyrazolo[1,5-a]pyridin-2-yl]phenyl}-2-(2-thienyl)acetamide (147 mg, 0.33 mmol) (see Example 2, step B) and (5-amino-2,3-dihydro-1H-inden-2-yl)dimethylamine (70 mg, 0.40 mmol) in i-PrOH (2 mL) and adding 1M hydrochloric acid in diethyl ether (33 uL, 0.03 mmol). The reaction was heated to 180° C. in the microwave for 20 min. repeatedly until LC/MS analysis of the reaction mixture showed consumption of starting material... Reactants: Cl.OCC1=NC=CC=C1CO ((2-Hydroxymethyl-pyridin-3-yl)-methanol hydrogen chloride), S(=O)(Cl)Cl (thionyl chloride). Run at time 16 hour. Yields the product Cl.ClCC1=NC=CC=C1CCl (2,3-bis-chloromethyl-pyridine hydrogen chloride). Reaction SMILES: [ClH:1].O[CH2:3][C:4]1[C:9]([CH2:10]O)=[CH:8][CH:7]=[CH:6][N:5]=1.S(Cl)([Cl:14])=O>>[ClH:14].[Cl:1][CH2:3][C:4]1[C:9]([CH2:10][Cl:14])=[CH:8][CH:7]=[CH:6][N:5]=1 |f:0.1,3.4|. Procedure details: (2-Hydroxymethyl-pyridin-3-yl)-methanol hydrogen chloride (26.79 g, 122 mmol) was added to thionyl chloride (33.8 mL) at 5° C. under an atmosphere of argon. The resulting mixture was allowed to warm to room temperature with stirred over 16 h. The resulting mixture was then evaporated in vacuo to yield 2,3-bis-chloromethyl-pyridine hydrogen chloride as a white solid. Reactants: C(C)(C)(C)N (tert.butylamine), C(C1=CC=CC=C1)OC(=O)N1CSC[C@H]1C(=O)O (N-benzyloxycarbonyl-4(R)-thiazolidinecarboxylic acid), ClC(=O)OCC(C)C (isobutyl chloroformate), C(C)N1CCOCC1 (N-ethylmorpholine). Solvent: O1CCCC1 (tetrahydrofuran). Run at temperature -15 celsius, time 8 hour. The product is C(C1=CC=CC=C1)OC(=O)N1CSC[C@H]1C(=O)NC(C)(C)C (3-(benzyloxycarbonyl)-N-tert.butyl-4(R)-thiazolidinecarboxamide). Yield: 88.6%. Reaction SMILES: [CH2:1]([O:8][C:9]([N:11]1[C@H:15]([C:16]([OH:18])=O)[CH2:14][S:13][CH2:12]1)=[O:10])[C:2]1[CH:7]=[CH:6][CH:5]=[CH:4][CH:3]=1.C(N1CCOCC1)C.ClC(OCC(C)C)=O.[C:35]([NH2:39])([CH3:38])([CH3:37])[CH3:36]>O1CCCC1>[CH2:1]([O:8][C:9]([N:11]1[C@H:15]([C:16]([NH:39][C:35]([CH3:38])([CH3:37])[CH3:36])=[O:18])[CH2:14][S:13][CH2:12]1)=[O:10])[C:2]1[CH:3]=[CH:4][CH:5]=[CH:6][CH:7]=1. Reported procedure: A solution of 2.67 g of N-benzyloxycarbonyl-4(R)-thiazolidinecarboxylic acid in 42 ml of dry tetrahydrofuran was stirred and cooled to -15° C. in an ice/salt bath while there were added 1.15 g of N-ethylmorpholine followed after 2 minutes by 1.87 g of isobutyl chloroformate. After a further 3 minutes 0.73 g of tert.butylamine was added dropwise and the mixture was then allowed to warm to room temperature and was stirred overnight. Tetrahydrofuran was removed by evaporation under reduced pressure... Starting materials: C(C)OC(C(C)C=1N=C(SC1C)C=1C=NC(=CC1)C1=C(C=CC=C1)F)=O (2-{2-[6-(2-Fluoro-phenyl)-pyridin-3-yl]-5-methyl-thiazol-4-yl}-propionic acid ethyl ester), [H-].[H-].[H-].[H-].[Li+].[Al+3] (LiAlH4). Run in C1CCOC1 (THF). Conditions: time 2 hour. The product is FC1=C(C=CC=C1)C1=CC=C(C=N1)C=1SC(=C(N1)C(CO)C)C (2-{2-[6-(2-Fluoro-phenyl)-pyridin-3-yl]-5-methyl-thiazol-4-yl}-propan-1-ol). The yield is 78.0%. Reaction SMILES: C([O:3][C:4](=O)[CH:5]([C:7]1[N:8]=[C:9]([C:13]2[CH:14]=[N:15][C:16]([C:19]3[CH:24]=[CH:23][CH:22]=[CH:21][C:20]=3[F:25])=[CH:17][CH:18]=2)[S:10][C:11]=1[CH3:12])[CH3:6])C.[H-].[H-].[H-].[H-].[Li+].[Al+3]>C1COCC1>[F:25][C:20]1[CH:21]=[CH:22][CH:23]=[CH:24][C:19]=1[C:16]1[N:15]=[CH:14][C:13]([C:9]2[S:10][C:11]([CH3:12])=[C:7]([CH:5]([CH3:6])[CH2:4][OH:3])[N:8]=2)=[CH:18][CH:17]=1 |f:1.2.3.4.5.6|. Procedure details: To a solution of 2-{2-[6-(2-Fluoro-phenyl)-pyridin-3-yl]-5-methyl-thiazol-4-yl}-propionic acid ethyl ester (2.6 g, 7.03 mmol) in THF (15 mL) is added LiAlH4 (1.0 M in THF, 7.1 mL, 7.1 mmol) at 0–5° C., and then stirred for 2 h. The reaction is then quenched by water and 5 N NaOH, diluted with THF and filtered through a pad of celite. The filtrate is concentrated and purified by column yielding 1.8 g of the product. Starting materials: COC=1C=C(C=CC1OC)C1=CN(C2=NC=CC=C21)C(=O)C2=C(C=C(C=C2)[N+](=O)[O-])OCC ([3-(3,4-dimethoxy-phenyl)-pyrrolo[2,3-b]pyridine-1-yl]-(2-ethoxy-4-nitro-phenyl)-methanone). Reagents/catalysts: [Pd] (Pd/C). Run in CCOC(=O)C (EtOAc). Run at time 8 hour. Yields the product NC1=CC(=C(C=C1)C(=O)N1C=C(C=2C1=NC=CC2)C2=CC(=C(C=C2)OC)OC)OCC ((4-Amino-2-ethoxy-phenyl)-[3-(3,4-dimethoxy-phenyl)-pyrrolo[2,3-b]pyridin-1-yl]-methanone). RXN SMILES: [CH3:1][O:2][C:3]1[CH:4]=[C:5]([C:11]2[C:19]3[C:14](=[N:15][CH:16]=[CH:17][CH:18]=3)[N:13]([C:20]([C:22]3[CH:27]=[CH:26][C:25]([N+:28]([O-])=O)=[CH:24][C:23]=3[O:31][CH2:32][CH3:33])=[O:21])[CH:12]=2)[CH:6]=[CH:7][C:8]=1[O:9][CH3:10]>CCOC(C)=O.[Pd]>[NH2:28][C:25]1[CH:26]=[CH:27][C:22]([C:20]([N:13]2[C:14]3=[N:15][CH:16]=[CH:17][CH:18]=[C:19]3[C:11]([C:5]3[CH:6]=[CH:7][C:8]([O:9][CH3:10])=[C:3]([O:2][CH3:1])[CH:4]=3)=[CH:12]2)=[O:21])=[C:23]([O:31][CH2:32][CH3:33])[CH:24]=1. Procedure details: [3-(3,4-dimethoxy-phenyl)-pyrrolo[2,3-b]pyridine-1-yl]-(2-ethoxy-4-nitro-phenyl)-methanone, 54, (100 mg, 0.22 mmol) was dissolved in EtOAc (30 mL). A catalytic amount of 10% Pd/C (7 mg) was added and the flask capped with rubber septa. The flask was evacuated and back filled with hydrogen twice. Finally, the reaction was stirred overnight under a hydrogen gas atmosphere (balloon). The reaction mixture was filtered over Celite®, rinsed generously with EtOAc (2×75 mL) and concentrated under reduce... The reactants are O (Water), C(C)[C@H]1OC2=C(NC1=O)C=CC(=C2)C(=O)OC ((R)-2-ethyl-7-methoxycarbonyl-3-oxo-3,4-dihydro-2H-1,4-benzoxazine), [H-].[Na+] (sodium hydride), C(C)I (ethyl iodide). Run in C(C)(=O)OCC (ethyl acetate), CN(C=O)C (dimethylformamide). Yields the product C(C)[C@H]1OC2=C(N(C1=O)CC)C=CC(=C2)C(=O)OC ((R)-2,4-diethyl-7-methoxycarbonyl-3-oxo-3,4-dihydro-2H-1,4-benzoxazine). The yield is 89.3%. Reaction SMILES: [CH2:1]([C@@H:3]1[C:8](=[O:9])[NH:7][C:6]2[CH:10]=[CH:11][C:12]([C:14]([O:16][CH3:17])=[O:15])=[CH:13][C:5]=2[O:4]1)[CH3:2].[H-].[Na+].[CH2:20](I)[CH3:21].O>CN(C)C=O.C(OCC)(=O)C>[CH2:1]([C@@H:3]1[C:8](=[O:9])[N:7]([CH2:20][CH3:21])[C:6]2[CH:10]=[CH:11][C:12]([C:14]([O:16][CH3:17])=[O:15])=[CH:13][C:5]=2[O:4]1)[CH3:2] |f:1.2|. Procedure details: To a solution of (R)-2-ethyl-7-methoxycarbonyl-3-oxo-3,4-dihydro-2H-1,4-benzoxazine [prepared in Preparation 15(2)] (2.00 g) in dimethylformamide (20 ml) were added 60% sodium hydride (in oil) (0.35 g) and ethyl iodide (1.46 g) and the mixture was stirred at room temperature for two and a half hours. Water was added to the reaction solution and extraction with ethyl acetate was conducted. The solvent was distilled off under reduced pressure and the resulting residue was subjected to purification... The reactants are CC(=O)[O-], Cc1ccc2c(C=O)c[nH]c2c1, CCO, Cl, NO, [Na+]. The product is Cc1ccc2c(C=NO)c[nH]c2c1. As a reaction SMILES: [CH3:17][C:18](=[O:19])[O-:20].[CH3:1][c:2]1[cH:3][cH:4][c:5]2[c:6]([CH:11]=[O:12])[cH:7][nH:8][c:9]2[cH:10]1.[CH3:21][CH2:22][OH:23].[ClH:13].[NH2:14][OH:15].[Na+:16]>>[CH3:1][c:2]1[cH:3][cH:4][c:5]2[c:6]([CH:11]=[N:14][OH:15])[cH:7][nH:8][c:9]2[cH:10]1.